Dataset: the Open Reaction Database (ORD), a public repository of structured organic reaction records. Task: describe an organic reaction: reactants, conditions, products, and yield As a reaction SMILES: [CH2:14]([c:15]1[cH:16][cH:17][cH:18][cH:19][cH:20]1)[Mg+:21].[CH2:24]1[O:25][CH2:26][CH2:27][CH2:28]1.[Cl-:13].[Cl-:22].[Cl:1][c:2]1[cH:3][c:4]2[c:8]([cH:9][cH:10]1)[NH:7][C:6](=[O:11])[C:5]2=[O:12].[NH4+:23]>>[Cl:1][c:2]1[cH:3][c:4]2[c:8]([cH:9][cH:10]1)[NH:7][C:6](=[O:11])[C:5]2([OH:12])[CH2:14][c:15]1[cH:16][cH:17][cH:18][cH:19][cH:20]1. Reactants: [Mg+]Cc1ccccc1, C1CCOC1, [Cl-], [Cl-], O=C1Nc2ccc(Cl)cc2C1=O, [NH4+]. Yields the product O=C1Nc2ccc(Cl)cc2C1(O)Cc1ccccc1. Reactants: C1CC2=C(C=C(C=C2)Cl)C(=O)C1 (7-Chloro-α-tetralone), Cl (hydrogen chloride), Cl.CNC (dimethylamine hydrochloride), C=O (paraformaldehyde). Solvent: CC(=O)C (acetone), C(C)O (ethanol). Product: Cl.ClC1=CC=C2CCC(C(C2=C1)=O)CN(C)C (7-Chloro-2-[(dimethylamino)methyl]-3,4-dihydro-1(2H)-naphthalenone, hydrochloride). The yield is 94.0%. As a reaction SMILES: [CH2:1]1[CH2:12][C:10](=[O:11])[C:4]2[CH:5]=[C:6]([Cl:9])[CH:7]=[CH:8][C:3]=2[CH2:2]1.Cl.[CH3:14][NH:15][CH3:16].[CH2:17]=O.Cl>CC(C)=O.C(O)C>[ClH:9].[Cl:9][C:6]1[CH:5]=[C:4]2[C:3]([CH2:2][CH2:1][CH:12]([CH2:14][N:15]([CH3:17])[CH3:16])[C:10]2=[O:11])=[CH:8][CH:7]=1 |f:1.2,7.8|. Procedure: 7-Chloro-α-tetralone (15.0 g), 8.75 g of dimethylamine hydrochloride, 3.25 g of paraformaldehyde, and 17.5 ml of 95% ethanol containing 0.2 ml of concentrated hydrogen chloride are combined and heated on a steam bath for 2 hours. The warm solution is transferred to a wide-mouthed flask, diluted with 200 ml of acetone, and allowed to stand at room temperature for several hours. The resultant crystals are collected and crystallized from acetone/ethanol to give 10.7 g of the title compound, melting... The reactants are Cl (hydrochloric acid), CC(C(=O)Cl)CCCCCC ((+)-2-methyloctanoic acid chloride), [Cl-].[Al+3].[Cl-].[Cl-] (aluminum chloride), C1(=CC=CC=C1)C1=CC=CC=C1.CC(C(=O)O)CCCCCC ((+)-2-methyloctanoic acid biphenyl). The solvent is [N+](=O)([O-])C1=CC=CC=C1 (nitrobenzene), [N+](=O)([O-])C1=CC=CC=C1 (nitrobenzene). Conditions: temperature 0 celsius. Yields the product CC(C(=O)O)CCCCCC.CC(C(=O)C1=CC=C(C=C1)C1=CC=CC=C1)CCCCCC ((+)-2-methyloctanoic acid 4-(2-methyloctanoyl) biphenyl). Yield: 48.9%. As a reaction SMILES: [CH3:1][CH:2]([CH2:6][CH2:7][CH2:8][CH2:9][CH2:10][CH3:11])[C:3](Cl)=[O:4].[Cl-].[Al+3].[Cl-].[Cl-].[C:16]1([C:22]2[CH:27]=[CH:26][CH:25]=[CH:24][CH:23]=2)[CH:21]=[CH:20][CH:19]=[CH:18][CH:17]=1.[CH3:28][CH:29]([CH2:33][CH2:34][CH2:35][CH2:36][CH2:37][CH3:38])[C:30]([OH:32])=[O:31].Cl>[N+](C1C=CC=CC=1)([O-])=O>[CH3:28][CH:29]([CH2:33][CH2:34][CH2:35][CH2:36][CH2:37][CH3:38])[C:30]([OH:32])=[O:31].[CH3:1][CH:2]([CH2:6][CH2:7][CH2:8][CH2:9][CH2:10][CH3:11])[C:3]([C:25]1[CH:26]=[CH:27][C:22]([C:16]2[CH:21]=[CH:20][CH:19]=[CH:18][CH:17]=2)=[CH:23][CH:24]=1)=[O:4] |f:1.2.3.4,5.6,9.10|. Procedure: Next, 2.02 g (11.4 mmol) of the above (+)-2-methyloctanoic acid chloride and 3 ml of nitrobenzene were charged into a flask, and cooled to 0° C., to which was added 3.06 g (22.9 mmol) of anhydrous aluminum chloride with stirring and then the resulting mixture was stirred at room temperature for 30 minutes. This mixture was added with a solution of 2.89 g (7 mmol) of (+)-2-methyloctanoic acid biphenyl dissolved in 3 ml of nitrobenzene, which was reacted at room temperature for 140 hours with stir... The solvent is C(Cl)(Cl)Cl (chloroform). Yields the product ClC1=C(C(=CC(=C1)C(F)(F)F)Cl)C1=NN(C(=C1)S(=O)(=O)C)C (3-(2,6-dichloro-4-trifluoromethylphenyl)-1-methyl-5-methylsulfonylpyrazole). Procedure details: A 0.3 g quantity of 70% m-chloroperbenzoic acid was slowly added to 0.2 g of 3-(2,6-dichloro-4-trifluoromethylphenyl)-1-methyl-5-methylsulfenylpyrazole (compound 6) in 20 ml of anhydrous chloroform at room temperature with stirring, followed by further stirring overnight. The reaction mixture was poured into a 10% aqueous sodium sulfite solution, an organic layer was then separated off, washed with 5% aqueous sodium hydroxide solution and with brine and dried over anhydrous magnesium sulfate. Th... As a reaction SMILES: ClC1C=CC=C(C(OO)=[O:9])C=1.ClC1C=C(C(F)(F)F)C=C(Cl)C=1C1C=C(SC)N(C)N=1.[Cl:32][C:33]1[CH:38]=[C:37]([C:39]([F:42])([F:41])[F:40])[CH:36]=[C:35]([Cl:43])[C:34]=1[C:44]1[CH:48]=[C:47]([S:49]([CH3:51])=[O:50])[N:46]([CH3:52])[N:45]=1.S([O-])([O-])=O.[Na+].[Na+]>C(Cl)(Cl)Cl>[Cl:43][C:35]1[CH:36]=[C:37]([C:39]([F:42])([F:40])[F:41])[CH:38]=[C:33]([Cl:32])[C:34]=1[C:44]1[CH:48]=[C:47]([S:49]([CH3:51])(=[O:9])=[O:50])[N:46]([CH3:52])[N:45]=1 |f:3.4.5|. Starting materials: S(=O)([O-])[O-].[Na+].[Na+] (sodium sulfite), ClC1=CC(=CC=C1)C(=O)OO (m-chloroperbenzoic acid), ClC1=C(C(=CC(=C1)C(F)(F)F)Cl)C1=NN(C(=C1)SC)C (3-(2,6-dichloro-4-trifluoromethylphenyl)-1-methyl-5-methylsulfenylpyrazole), ClC1=C(C(=CC(=C1)C(F)(F)F)Cl)C1=NN(C(=C1)S(=O)C)C (3-(2,6-dichloro-4-trifluoromethylphenyl)-1-methyl-5-methylsulfinylpyrazole). The reactants are CC=1N=CC(=NC1)CNC(=S)N (1-[(5-methylpyrazin-2-yl)methyl)thiourea), Cl (HCl), [O-]CC.[Na+] (sodium ethoxide), C(#N)CC(=O)OCC (ethyl cyanoacetate). Yields the product NC1=CC(NC(N1CC1=NC=C(N=C1)C)=S)=O (6-Amino-1-[(5-methylpyrazin-2-yl)methyl)-2-thioxo-2,3-dihydropyrimidin-4(1H)-one). Isolated yield 84.7%. Reaction SMILES: [CH3:1][C:2]1[N:3]=[CH:4][C:5]([CH2:8][NH:9][C:10]([NH2:12])=[S:11])=[N:6][CH:7]=1.[O-]CC.[Na+].[C:17]([CH2:19][C:20](OCC)=[O:21])#[N:18].Cl>>[NH2:18][C:17]1[N:9]([CH2:8][C:5]2[CH:4]=[N:3][C:2]([CH3:1])=[CH:7][N:6]=2)[C:10](=[S:11])[NH:12][C:20](=[O:21])[CH:19]=1 |f:1.2|. Reported procedure: The title compound was prepared in accordance with the general method described in Example 12(b) by using 1-[(5-methylpyrazin-2-yl)methyl)thiourea (1.30 g, 7.10 mmol, obtained from Example 14(a)), sodium ethoxide (21% w/w, 28.4 ml, 28.4 mmol) and ethyl cyanoacetate (3.00 ml, 28.4 mmol) with the exception that the pH was adjusted by using 2N HCl until the mixture became cloudy. The mixture was then concentrated in vacuo until precipitation occurred. The solid was collected by filtration, washed w...